Dataset: the Open Reaction Database (ORD), a public repository of structured organic reaction records. Task: describe an organic reaction: reactants, conditions, products, and yield The reagents and catalysts are C(C)(=O)[O-].[Pd+2].C(C)(=O)[O-] (palladium(II) acetate). Reaction SMILES: [NH2:1][C@:2]([CH3:53])([CH:50]([CH3:52])[CH3:51])[CH2:3][O:4][C@@H:5]1[C@@:12]2([CH3:37])[C@@H:13]3[CH2:14][CH2:15][C@H:16]4[C:25]([C@@:8]3([CH2:9][O:10][CH2:11]2)[CH2:7][C@H:6]1[N:38]1[C:42]([C:43]2[CH:48]=[CH:47][N:46]=[C:45](Br)[CH:44]=2)=[N:41][CH:40]=[N:39]1)=[CH:24][CH2:23][C@:22]1([CH3:26])[C@:17]4([CH3:36])[CH2:18][CH2:19][C@@:20]([C@H:31]([CH3:35])[CH:32]([CH3:34])[CH3:33])([CH3:30])[C@H:21]1[C:27]([OH:29])=[O:28].CC1(C)C(C)(C)OB([C:62]2[CH:67]=[CH:66][N:65]=[CH:64][CH:63]=2)O1.C1(P(C2CCCCC2)C2C=CC=CC=2C2C(C(C)C)=CC(C(C)C)=CC=2C(C)C)CCCCC1.C(=O)([O-])[O-].[Cs+].[Cs+]>CO.C([O-])(=O)C.[Pd+2].C([O-])(=O)C.O1CCOCC1>[NH2:1][C@:2]([CH3:53])([CH:50]([CH3:52])[CH3:51])[CH2:3][O:4][C@@H:5]1[C@@:12]2([CH3:37])[C@@H:13]3[CH2:14][CH2:15][C@H:16]4[C:25]([C@@:8]3([CH2:9][O:10][CH2:11]2)[CH2:7][C@H:6]1[N:38]1[C:42]([C:43]2[CH:48]=[CH:47][N:46]=[C:45]([C:62]3[CH:67]=[CH:66][N:65]=[CH:64][CH:63]=3)[CH:44]=2)=[N:41][CH:40]=[N:39]1)=[CH:24][CH2:23][C@:22]1([CH3:26])[C@:17]4([CH3:36])[CH2:18][CH2:19][C@@:20]([C@H:31]([CH3:35])[CH:32]([CH3:34])[CH3:33])([CH3:30])[C@H:21]1[C:27]([OH:29])=[O:28] |f:3.4.5,7.8.9|. Procedure: (1S,4aR,6aS,7R,8R,10aR,10bR,12aR,14R,15R)-15-[[(2R)-2-amino-2,3-dimethylbutyl]oxy]-14-[5-(2-bromo-4-pyridinyl)-1H-1,2,4-triazol-1-yl]-8-[(1R)-1,2-dimethylpropyl]-1,6,6a,7,8,9,10,10a,10b,11,12,12a-dodecahydro-1,6a,8,10a-tetramethyl-4H-1,4a-propano-2H-phenanthro[1,2-c]pyran-7-carboxylic acid (Example 175, 10.1 mg, 0.011 mmol), 4-(4,4,5,5-tetramethyl-1,3,2-dioxaborolan-2-yl)pyridine (29.2 mg, 0.142 mmol), palladium(II) acetate (1.8 mg, 8.02 mmol), 2-dicyclohexylphosphino-2′,4′,6′-triisopropyl-1,1′b... Reaction conditions: temperature 135 celsius, time 17 minute. The reactants are N[C@@](CO[C@H]1[C@@H](C[C@@]23COC[C@@]1([C@@H]2CC[C@@H]2[C@]1(CC[C@]([C@H]([C@@]1(CC=C23)C)C(=O)O)(C)[C@@H](C(C)C)C)C)C)N2N=CN=C2C2=CC(=NC=C2)Br)(C(C)C)C ((1S,4aR,6aS,7R,8R,10aR,10bR,12aR,14R,15R)-15-[[(2R)-2-amino-2,3-dimethylbutyl]oxy]-14-[5-(2-bromo-4-pyridinyl)-1H-1,2,4-triazol-1-yl]-8-[(1R)-1,2-dimethylpropyl]-1,6,6a,7,8,9,10,10a,10b,11,12,12a-dodecahydro-1,6a,8,10a-tetramethyl-4H-1,4a-propano-2H-phenanthro[1,2-c]pyran-7-carboxylic acid), C([O-])([O-])=O.[Cs+].[Cs+] (cesium carbonate), CC1(OB(OC1(C)C)C1=CC=NC=C1)C (4-(4,4,5,5-tetramethyl-1,3,2-dioxaborolan-2-yl)pyridine), C1(CCCCC1)P(C1=C(C=CC=C1)C1=C(C=C(C=C1C(C)C)C(C)C)C(C)C)C1CCCCC1 (2-dicyclohexylphosphino-2′,4′,6′-triisopropyl-1,1′biphenyl). Yields the product N[C@@](CO[C@H]1[C@@H](C[C@@]23COC[C@@]1([C@@H]2CC[C@@H]2[C@]1(CC[C@]([C@H]([C@@]1(CC=C23)C)C(=O)O)(C)[C@@H](C(C)C)C)C)C)N2N=CN=C2C2=CC(=NC=C2)C2=CC=NC=C2)(C(C)C)C ((1S,4aR,6aS,7R,8R,10aR,10bR,12aR,14R,15R)-15-[[(2R)-2-amino-2,3-dimethylbutyl]oxy]-14-(5-[2,4′-bipyridin]-4-yl-1H-1,2,4-triazol-1-yl)-8-[(1R)-1,2-dimethylpropyl]-1,6,6a,7,8,9,10,10a,10b,11,12,12a-dodecahydro-1,6a,8,10a-tetramethyl-4H-1,4a-propano-2H-phenanthro[1,2-c]pyran-7-carboxylic acid). The solvent is CO (methanol), O1CCOCC1 (1,4-dioxane). Yield: 82.5%. The reactants are C(C)OC([C@H](CC1=CC=C(C=C1)C(CBr)=O)OC)=O ((2S)-3-[4-(2-Bromo-acetyl)-phenyl]-2-methoxy-propionic acid ethyl ester), O(C1=CC=CC=C1)C1=CC=C(C=C1)O (4-phenoxyphenol), C(=O)([O-])[O-].[K+].[K+] (K2CO3), CO (Methanol), CO (methanol). Solvent: [Cl-].[Na+].O (brine), C(C)#N (acetonitrile), [OH-].[Na+] (NaOH). Reaction conditions: temperature 80 celsius, time 30 minute. The product is CO[C@H](C(=O)O)CC1=CC=C(C=C1)C(COC1=CC=C(C=C1)OC1=CC=CC=C1)=O ((2S)-2-Methoxy-3-{4-[2-(4-phenoxy-phenoxy)-acetyl]-phenyl}-propionic acid). RXN SMILES: C([O:3][C:4](=[O:19])[C@@H:5]([O:17][CH3:18])[CH2:6][C:7]1[CH:12]=[CH:11][C:10]([C:13](=[O:16])[CH2:14]Br)=[CH:9][CH:8]=1)C.[O:20]([C:27]1[CH:32]=[CH:31][C:30]([OH:33])=[CH:29][CH:28]=1)[C:21]1[CH:26]=[CH:25][CH:24]=[CH:23][CH:22]=1.C([O-])([O-])=O.[K+].[K+].CO>C(#N)C.[OH-].[Na+].[Cl-].[Na+].O>[CH3:18][O:17][C@@H:5]([CH2:6][C:7]1[CH:8]=[CH:9][C:10]([C:13](=[O:16])[CH2:14][O:33][C:30]2[CH:29]=[CH:28][C:27]([O:20][C:21]3[CH:26]=[CH:25][CH:24]=[CH:23][CH:22]=3)=[CH:32][CH:31]=2)=[CH:11][CH:12]=1)[C:4]([OH:3])=[O:19] |f:2.3.4,7.8,9.10.11|. Procedure details: The title compound was prepared from a solution of (2S)-3-[4-(2-Bromo-acetyl)-phenyl]-2-methoxy-propionic acid ethyl ester (0.076 mmol) from Example 124, Step C in acetonitrile (5 ml). 4-phenoxyphenol (0.152 mmol) and K2CO3 (0.23 mmol) were added. The solution was stirred for 30 min at 80° C. and then cooled to room temperature. The mixture was concentrated to dryness under vacuum and chromatographed in silica gel (hexanes/Ethyl ether 8:2 to 7:3). Fractions corresponding to the coupled compound ... The reactants are ClC(C(=O)C1=CC=C2CN(C3=C(CN21)C=CC=C3)C(=O)C3=CC(=C(C=C3)C3=C(C=CC=C3)C)OC)(Cl)Cl (2,2,2-Trichloro-1-{10-[(2-methoxy-2′-methyl-1,1′-biphenyl-4-yl)carbonyl]-10,11-dihydro-5H-pyrrolo[2,1-c][1,4]benzodiazepin-3-yl}ethanone), CC=1C=C(CN)C=CC1 (3-methyl benzylamine). Yields the product COC1=C(C=CC(=C1)C(=O)N1CC=2N(CC3=C1C=CC=C3)C(=CC2)C(=O)NCC2=CC(=CC=C2)C)C2=C(C=CC=C2)C (10-[(2-METHOXY-2′-METHYL-1,1′-BIPHENYL-4-YL)CARBONYL]-N-(3-METHYLBENZYL)-10,11-DIHYDRO-5H-PYRROLO[2,1-C][1,4]BENZODIAZEPINE-3-CARBOXAMIDE). Isolated yield 78.0%. As a reaction SMILES: ClC(Cl)(Cl)[C:3]([C:5]1[N:14]2[C:8]([CH2:9][N:10]([C:19]([C:21]3[CH:26]=[CH:25][C:24]([C:27]4[CH:32]=[CH:31][CH:30]=[CH:29][C:28]=4[CH3:33])=[C:23]([O:34][CH3:35])[CH:22]=3)=[O:20])[C:11]3[CH:18]=[CH:17][CH:16]=[CH:15][C:12]=3[CH2:13]2)=[CH:7][CH:6]=1)=[O:4].[CH3:38][C:39]1[CH:40]=[C:41]([CH:44]=[CH:45][CH:46]=1)[CH2:42][NH2:43]>>[CH3:35][O:34][C:23]1[CH:22]=[C:21]([C:19]([N:10]2[C:11]3[CH:18]=[CH:17][CH:16]=[CH:15][C:12]=3[CH2:13][N:14]3[C:5]([C:3]([NH:43][CH2:42][C:41]4[CH:44]=[CH:45][CH:46]=[C:39]([CH3:38])[CH:40]=4)=[O:4])=[CH:6][CH:7]=[C:8]3[CH2:9]2)=[O:20])[CH:26]=[CH:25][C:24]=1[C:27]1[CH:32]=[CH:31][CH:30]=[CH:29][C:28]=1[CH3:33]. Procedure details: The title compound was prepared in 78% yield in the manner of Example 36 from 2,2,2-trichloro-1-{10-[(2-methoxy-2′-methyl-1,1′-biphenyl-4-yl)carbonyl]-10,11-dihydro-5H-pyrrolo[2,1-c][1,4]benzodiazepin-3-yl}ethanone of Example 35 and 3-methyl benzylamine, m.p. 165-166° C. MS [(+)ESI, m/z]: 556 [M+H]+ Anal. Calcd for C36H33N3O3: C, 77.81; H, 5.99; N, 7.56. Found: C, 77.72; H, 5.96; N, 7.54. The reactants are ClC1=CC=NC2=CC(=C(C=C12)OC)OC (4-Chloro-6,7-dimethoxyquinoline), C(C1=CC=CC=C1)OC1=CC(=C(C=O)C=C1)O (4-benzyloxy-2-hydroxybenzaldehyde), O (water). Reagents/catalysts: CN(C1=CC=NC=C1)C (4-dimethylaminopyridine). The solvent is ClC1=CC=CC=C1 (monochlorobenzene). Conditions: temperature 130 celsius, time 8 hour. Yields the product C(C1=CC=CC=C1)OC1=CC(=C(C=O)C=C1)OC1=CC=NC2=CC(=C(C=C12)OC)OC (4-(benzyloxy)-2-[(6,7-dimethoxy-4-quinolyl)oxy]benzaldehyde). RXN SMILES: Cl[C:2]1[C:11]2[C:6](=[CH:7][C:8]([O:14][CH3:15])=[C:9]([O:12][CH3:13])[CH:10]=2)[N:5]=[CH:4][CH:3]=1.[CH2:16]([O:23][C:24]1[CH:31]=[CH:30][C:27]([CH:28]=[O:29])=[C:26]([OH:32])[CH:25]=1)[C:17]1[CH:22]=[CH:21][CH:20]=[CH:19][CH:18]=1.O>CN(C)C1C=CN=CC=1.ClC1C=CC=CC=1>[CH2:16]([O:23][C:24]1[CH:31]=[CH:30][C:27]([CH:28]=[O:29])=[C:26]([O:32][C:2]2[C:11]3[C:6](=[CH:7][C:8]([O:14][CH3:15])=[C:9]([O:12][CH3:13])[CH:10]=3)[N:5]=[CH:4][CH:3]=2)[CH:25]=1)[C:17]1[CH:18]=[CH:19][CH:20]=[CH:21][CH:22]=1. Procedure: 4-Chloro-6,7-dimethoxyquinoline (111 mg), 4-benzyloxy-2-hydroxybenzaldehyde (456 mg), and 4-dimethylaminopyridine (244 mg) were suspended in monochlorobenzene (2 ml), and the suspension was stirred at 130° C. overnight. The reaction solution was cooled to room temperature, water was then added to the reaction solution, and the mixture was extracted with ethyl acetate. The ethyl acetate layer was then washed with water and saturated brine and was dried over anhydrous sodium sulfate. The solvent w... Starting materials: COC(=O)c1ccc(NC(=O)C2(c3ccc4c(c3)OC(F)(F)O4)CC2)nc1-c1cccc(C(=O)OC(C)(C)C)c1, ClCCl, O=C(O)C(F)(F)F, [Na+], O=C([O-])O. Yields the product COC(=O)c1ccc(NC(=O)C2(c3ccc4c(c3)OC(F)(F)O4)CC2)nc1-c1cccc(C(=O)O)c1. Reaction SMILES: [C:8]([CH3:9])([CH3:10])([CH3:11])[O:12][C:13](=[O:14])[c:15]1[cH:16][c:17](-[c:21]2[c:22]([C:23](=[O:24])[O:25][CH3:26])[cH:27][cH:28][c:29]([NH:31][C:32](=[O:33])[C:34]3([c:37]4[cH:38][c:39]5[c:40]([cH:46][cH:47]4)[O:41][C:42]([F:44])([F:45])[O:43]5)[CH2:35][CH2:36]3)[n:30]2)[cH:18][cH:19][cH:20]1.[Cl:53][CH2:54][Cl:55].[F:1][C:2]([F:3])([F:4])[C:5]([OH:6])=[O:7].[Na+:52].[O-:48][C:49]([OH:50])=[O:51]>>[O:12]=[C:13]([OH:14])[c:15]1[cH:16][c:17](-[c:21]2[c:22]([C:23](=[O:24])[O:25][CH3:26])[cH:27][cH:28][c:29]([NH:31][C:32](=[O:33])[C:34]3([c:37]4[cH:38][c:39]5[c:40]([cH:46][cH:47]4)[O:41][C:42]([F:44])([F:45])[O:43]5)[CH2:35][CH2:36]3)[n:30]2)[cH:18][cH:19][cH:20]1. Starting materials: C1(=CC=CC=C1)C1=CSC=C1C1=CC=CC=C1 (3,4-diphenylthiophene), C(CCC)[Li].CCCCCC (n-butyllithium n-hexane), BrC1=NC(=CC=C1)C1=NC=CC=C1 (2-bromo-6-(2-pyridyl)pyridine). Solvent: O1CCCC1 (tetrahydrofuran). Reaction conditions: temperature -30 celsius, time 2 hour. Product: N1=C(C=CC=C1)C1=CC=CC(=N1)C=1SC=C(C1C1=CC=CC=C1)C1=CC=CC=C1 (2-(6-(2-pyridyl)-2-pyridyl)-3,4-diphenylthiophene). Isolated yield 77.8%. As a reaction SMILES: [C:1]1([C:7]2[C:11]([C:12]3[CH:17]=[CH:16][CH:15]=[CH:14][CH:13]=3)=[CH:10][S:9][CH:8]=2)[CH:6]=[CH:5][CH:4]=[CH:3][CH:2]=1.C([Li])CCC.CCCCCC.Br[C:30]1[CH:35]=[CH:34][CH:33]=[C:32]([C:36]2[CH:41]=[CH:40][CH:39]=[CH:38][N:37]=2)[N:31]=1>O1CCCC1>[N:31]1[CH:30]=[CH:35][CH:34]=[CH:33][C:32]=1[C:36]1[N:37]=[C:38]([C:10]2[S:9][CH:8]=[C:7]([C:1]3[CH:6]=[CH:5][CH:4]=[CH:3][CH:2]=3)[C:11]=2[C:12]2[CH:13]=[CH:14][CH:15]=[CH:16][CH:17]=2)[CH:39]=[CH:40][CH:41]=1 |f:1.2|. Reported procedure: After placing 3.5 g of 3,4-diphenylthiophene and 60 ml of tetrahydrofuran in a flask and cooling to −30° C. in an argon atmosphere, 11 ml of a 1.5 mol/l concentration n-butyllithium/n-hexane solution was added dropwise. The mixture was stirred at −30° C. for 2 hours, and then 4.1 g of a zinc chloride/tetramethylethylenediamine complex was added before raising the temperature to room temperature. After stirring for 30 minutes, 3.8 g of 2-bromo-6-(2-pyridyl)pyridine and 0.52 g of a palladium chlor...